Dataset: the Open Reaction Database (ORD), a public repository of structured organic reaction records. Task: describe an organic reaction: reactants, conditions, products, and yield Yields the product CCCCOCCOc1ccc(-c2ccc3c(c2)C=C(C(=O)Nc2ccc(S(=O)Cc4cncn4CCCC)cc2)CCN3CC(C)C)cc1. Reaction SMILES: [CH2:1]([CH2:2][CH2:3][CH3:4])[O:5][CH2:6][CH2:7][O:8][c:9]1[cH:10][cH:11][c:12](-[c:15]2[cH:16][cH:17][c:18]3[c:19]([cH:49]2)[CH:20]=[C:21]([C:29](=[O:30])[NH:31][c:32]2[cH:33][cH:34][c:35]([S:38][CH2:39][c:40]4[n:41]([CH2:45][CH2:46][CH2:47][CH3:48])[cH:42][n:43][cH:44]4)[cH:36][cH:37]2)[CH2:22][CH2:23][N:24]3[CH2:25][CH:26]([CH3:27])[CH3:28])[cH:13][cH:14]1.[Cl:68][CH2:69][Cl:70].[Na+:66].[Na+:67].[OH:50][O:51][C:52]([c:53]1[cH:54][c:55]([Cl:56])[cH:57][cH:58][cH:59]1)=[O:60].[S:61]([O-:62])([O-:63])(=[O:64])=[S:65]>>[CH2:1]([CH2:2][CH2:3][CH3:4])[O:5][CH2:6][CH2:7][O:8][c:9]1[cH:10][cH:11][c:12](-[c:15]2[cH:16][cH:17][c:18]3[c:19]([cH:49]2)[CH:20]=[C:21]([C:29](=[O:30])[NH:31][c:32]2[cH:33][cH:34][c:35]([S:38]([CH2:39][c:40]4[n:41]([CH2:45][CH2:46][CH2:47][CH3:48])[cH:42][n:43][cH:44]4)=[O:50])[cH:36][cH:37]2)[CH2:22][CH2:23][N:24]3[CH2:25][CH:26]([CH3:27])[CH3:28])[cH:13][cH:14]1. Starting materials: CCCCOCCOc1ccc(-c2ccc3c(c2)C=C(C(=O)Nc2ccc(SCc4cncn4CCCC)cc2)CCN3CC(C)C)cc1, ClCCl, [Na+], [Na+], O=C(OO)c1cccc(Cl)c1, O=S([O-])([O-])=S.